From a dataset of the Open Reaction Database (ORD), a public repository of structured organic reaction records. describe an organic reaction: reactants, conditions, products, and yield The reactants are COC(COC1=CC=C(C=C1)F)OC (1-(2,2-dimethoxyethoxy)-4-fluorobenzene), FC(C(=O)O)(F)F (trifluoroacetic acid). Solvent: C(Cl)(Cl)Cl (chloroform). Conditions: time 2 day. Product: FC1=CC=C(OCC=O)C=C1 (2-(4-fluorophenoxy)acetaldehyde). As a reaction SMILES: C[O:2][CH:3](OC)[CH2:4][O:5][C:6]1[CH:11]=[CH:10][C:9]([F:12])=[CH:8][CH:7]=1.FC(F)(F)C(O)=O>C(Cl)(Cl)Cl>[F:12][C:9]1[CH:10]=[CH:11][C:6]([O:5][CH2:4][CH:3]=[O:2])=[CH:7][CH:8]=1. Procedure: Dissolve 1-(2,2-dimethoxyethoxy)-4-fluorobenzene (1.00 g, 4.99 mmol) in chloroform (5.0 mL) and treat the mixture with trifluoroacetic acid (0.755 mL, 9.99 mmol). Stir the mixture at room temperature for two days, then heat to 65° C. and stir for 4 h. Concentrate the mixture under reduced pressure to furnish the title compound as a colorless oil in ca. 70% purity, as indicated by 1H NMR analysis (550 mg, 71% uncorrected yield). 1H NMR (400 MHz, CDCl3): δ 9.85 (t, J=0.5 Hz, 1H), 7.00 (dd, J=8.9, ...